From a dataset of the Open Reaction Database (ORD), a public repository of structured organic reaction records. describe an organic reaction: reactants, conditions, products, and yield Reactants: Cl (hydrochloric acid), [OH-].[K+] (potassium hydroxide), ClC1=C(CC2=C3C(C(=O)NC3=O)=CC=C2)C=CC=C1 (2-chlorobenzylphthalimide). Solvent: O (water). Reaction conditions: temperature 130 celsius. Product: ClC1=C(CN)C=CC=C1 (2-chlorobenzylamine). Yield: 98.0%. RXN SMILES: [OH-].[K+].ClC1C=CC=CC=1C[C:7]1[CH:17]=[CH:16][CH:15]=[C:9]2C([NH:12][C:13](=O)[C:8]=12)=O.[ClH:22]>O>[Cl:22][C:7]1[CH:17]=[CH:16][CH:15]=[CH:9][C:8]=1[CH2:13][NH2:12] |f:0.1|. Procedure details: A 250 mL, round-bottomed, 3-necked flask was charged with 82.5 g of 20% aqueous potassium hydroxide and 20 g (73.6 mmol) of 2-chlorobenzylphthalimide. The reaction mixture was refluxed (bath temperature 130° C.) for 18.3 h with stirring, and then allowed to cool to room temperature. A mixture containing 50 mL of water and 50 mL of concentrated hydrochloric acid was then added dropwise and the reaction mixture was heated under reflux for a further 22.5 hours. The reaction mixture was then allowed... Product: S(=O)(=O)(O)C1=CC=C(CN)C=C1 (p-Sulfobenzylamine). Isolated yield 40.0%. Reported procedure: p-Sulfobenzylamine was synthesized in 40% yield from benzylamine and fuming sulfuric acid, by an adaptation of the method described in Jacobson et al., J. Med. Chem., 35, 4143-4149 (1992), and was recrystallized from a solution in ammonium hydroxide, upon neutralization with hydrochloric acid. NMR DMSO, d6 δ8.10 (br.s, 3H, NH3+), 7.62 (d, J=8.1 Hz, 2H, o- to sulfo), 7.38 (d, J=8.1 Hz, 2H, m- to sulfo), 4.02 (s, 2H, CH2). Starting materials: C(C1=CC=CC=C1)N (benzylamine), S(O)(O)(=O)=O (sulfuric acid). Reaction SMILES: [CH2:1]([NH2:8])[C:2]1[CH:7]=[CH:6][CH:5]=[CH:4][CH:3]=1.[S:9](=O)(=[O:12])([OH:11])[OH:10]>>[S:9]([C:5]1[CH:6]=[CH:7][C:2]([CH2:1][NH2:8])=[CH:3][CH:4]=1)([OH:12])(=[O:11])=[O:10]. Starting materials: C(CC(O)(C(=O)O)CC(=O)O)(=O)O (citric acid), C(C1=CC=CC=C1)N([C@H]([C@H](O)C1CCC=CC(N1)=O)CC1=CC=CC=C1)CC1=CC=CC=C1 (7-((1R,2S)-2-dibenzylamino-1-hydroxy-3-phenylpropyl)-1,5,6,7-tetrahydroazepin-2-one), C(C)(=O)OCC (ethyl acetate). Solvent: C(C)OCC (diethyl ether), C1CCOC1 (THF). Yields the product N1C(CCCCC1)[C@H]([C@H](CC1=CC=CC=C1)N(CC1=CC=CC=C1)CC1=CC=CC=C1)O ((1R,2S)-1-Homopiperidin-2-yl-2-dibenzylamino-3-phenylpropan-1-ol). The yield is 18.1%. Reaction SMILES: [CH2:1]([N:8]([CH2:27][C:28]1[CH:33]=[CH:32][CH:31]=[CH:30][CH:29]=1)[C@@H:9]([CH2:20][C:21]1[CH:26]=[CH:25][CH:24]=[CH:23][CH:22]=1)[C@@H:10]([CH:12]1[NH:18][C:17](=O)[CH:16]=[CH:15][CH2:14][CH2:13]1)[OH:11])[C:2]1[CH:7]=[CH:6][CH:5]=[CH:4][CH:3]=1.C(O)(=O)CC(CC(O)=O)(C(O)=O)O.C(OCC)(=O)C>C1COCC1.C(OCC)C>[NH:18]1[CH2:17][CH2:16][CH2:15][CH2:14][CH2:13][CH:12]1[C@@H:10]([OH:11])[C@@H:9]([N:8]([CH2:1][C:2]1[CH:7]=[CH:6][CH:5]=[CH:4][CH:3]=1)[CH2:27][C:28]1[CH:29]=[CH:30][CH:31]=[CH:32][CH:33]=1)[CH2:20][C:21]1[CH:26]=[CH:25][CH:24]=[CH:23][CH:22]=1. Procedure details: Dissolve 7-((1R,2S)-2-dibenzylamino-1-hydroxy-3-phenylpropyl)-1,5,6,7-tetrahydroazepin-2-one (Isomer 1) (40 mg, 0.09 mmol) in THF (5 mL) and add BH3SMe2 (2 M in diethyl ether, 0.14 mL, 0.27 mmol). Stir the reaction at 50° C. for 3 hour. Add saturated aqueous citric acid (10 mL). Extract aqueous twice with ethyl acetate, combine organics and wash with saturated sodium chloride, dry (magnesium sulfate) and concentrate under reduced pressure. Add 20% palladium hydroxide on carbon (90 mg) and methan... Reactants: Cc1cc(-c2ccc(C#N)cc2)nc(-c2cccc(-c3cccc(S(=O)(=O)NC(C)(C)C)c3)n2)n1, O=C(O)C(F)(F)F. Product: Cc1cc(-c2ccc(C#N)cc2)nc(-c2cccc(-c3cccc(S(N)(=O)=O)c3)n2)n1. Reaction SMILES: [C:1]([CH3:2])([CH3:3])([CH3:4])[NH:5][S:6](=[O:7])(=[O:8])[c:9]1[cH:10][c:11](-[c:15]2[n:16][c:17](-[c:21]3[n:22][c:23]([CH3:35])[cH:24][c:25](-[c:27]4[cH:28][cH:29][c:30]([C:33]#[N:34])[cH:31][cH:32]4)[n:26]3)[cH:18][cH:19][cH:20]2)[cH:12][cH:13][cH:14]1.[F:36][C:37]([F:38])([F:39])[C:40]([OH:41])=[O:42]>>[NH2:5][S:6](=[O:7])(=[O:8])[c:9]1[cH:10][c:11](-[c:15]2[n:16][c:17](-[c:21]3[n:22][c:23]([CH3:35])[cH:24][c:25](-[c:27]4[cH:28][cH:29][c:30]([C:33]#[N:34])[cH:31][cH:32]4)[n:26]3)[cH:18][cH:19][cH:20]2)[cH:12][cH:13][cH:14]1. Starting materials: O=C(c1ccccc1)c1noc(CSc2ccccc2)n1, CCOCC, O=C(OO)c1cccc(Cl)c1, ClCCl, [Na+], [Na+], O=S([O-])([O-])=S. Yields the product O=C(c1ccccc1)c1noc(CS(=O)c2ccccc2)n1. RXN SMILES: [C:12]([c:13]1[cH:14][cH:15][cH:16][cH:17][cH:18]1)(=[O:19])[c:20]1[n:21][o:22][c:23]([CH2:25][S:26][c:27]2[cH:28][cH:29][cH:30][cH:31][cH:32]2)[n:24]1.[CH3:40][CH2:41][O:42][CH2:43][CH3:44].[Cl:1][c:2]1[cH:3][c:4]([C:9](=[O:6])[O:10][OH:11])[cH:5][cH:7][cH:8]1.[Cl:45][CH2:46][Cl:47].[Na+:33].[Na+:34].[O-:35][S:36]([O-:37])(=[S:38])=[O:39]>>[O:6]=[S:26]([CH2:25][c:23]1[o:22][n:21][c:20]([C:12]([c:13]2[cH:14][cH:15][cH:16][cH:17][cH:18]2)=[O:19])[n:24]1)[c:27]1[cH:28][cH:29][cH:30][cH:31][cH:32]1.